Dataset: the Open Reaction Database (ORD), a public repository of structured organic reaction records. Task: describe an organic reaction: reactants, conditions, products, and yield The reactants are COC(=O)C1CC(CC1)C1=NC=2N(C(N(C(C2N1)=O)CCC)=O)CCC (8-(3-methyloxycarbonylcyclopentyl)-1,3-dipropyl-7H-purine-2,6-dione), [OH-].[K+] (potassium hydroxide). Solvent: O (water), C(C)O (ethanol). Run at temperature 10 celsius. Yields the product C(=O)(O)C1CC(CC1)C1=NC=2N(C(N(C(C2N1)=O)CCC)=O)CCC (8-(3-Carboxycyclopentyl)-1,3-dipropyl-7H-purine-2,6-dione). RXN SMILES: C[O:2][C:3]([CH:5]1[CH2:9][CH2:8][CH:7]([C:10]2[NH:18][C:17]3[C:16](=[O:19])[N:15]([CH2:20][CH2:21][CH3:22])[C:14](=[O:23])[N:13]([CH2:24][CH2:25][CH3:26])[C:12]=3[N:11]=2)[CH2:6]1)=[O:4].[OH-].[K+]>C(O)C.O>[C:3]([CH:5]1[CH2:9][CH2:8][CH:7]([C:10]2[NH:18][C:17]3[C:16](=[O:19])[N:15]([CH2:20][CH2:21][CH3:22])[C:14](=[O:23])[N:13]([CH2:24][CH2:25][CH3:26])[C:12]=3[N:11]=2)[CH2:6]1)([OH:4])=[O:2] |f:1.2|. Procedure: 1.41 g (3.9 mmol) of 8-(3-methyloxycarbonylcyclopentyl)-1,3-dipropyl-7H-purine-2,6-dione are suspended in 10 ml of ethanol and 1 ml of water, 0.77 g of potassium hydroxide are added and the mixture is refluxed for 30 minutes. After cooling to 10° C. the mixture is acidified, the crystals precipitated are suction filtered and the filtrate is extracted with dichloromethane. The combined organic extracts are dried and evaporated down; the residue is combined with the filtered crystals. In this way ... Starting materials: N1(N=NC=C1)CCNC1=NC=C(C(=N1)[C@H](CC1=CC(=CC(=C1)F)F)NC(OC(C)(C)C)=O)Br ((S)-tert-butyl (1-(2-((2-(1H-1,2,3-triazol-1-yl)ethyl)amino)-5-bromopyrimidin-4-yl)-2-(3,5-difluorophenyl)ethyl)carbamate), C(N)(=O)C=1C=C(C=CC1F)B(O)O ((3-carbamoyl-4-fluorophenyl)boronic acid), C(=O)([O-])[O-].[K+].[K+] (K2CO3). Reagents/catalysts: C1=CC=C(C=C1)P([C-]2C=CC=C2)C3=CC=CC=C3.C1=CC=C(C=C1)P([C-]2C=CC=C2)C3=CC=CC=C3.Cl[Pd]Cl.[Fe+2] (Pd(dppf)Cl2). The solvent is C1(=CC=CC=C1)C.CC(C)O.O (Toluene 2-propanol H2O). Run at temperature 120 celsius. Product: N1(N=NC=C1)CCNC1=NC=C(C(=N1)[C@H](CC1=CC(=CC(=C1)F)F)NC(OC(C)(C)C)=O)C1=CC(=C(C=C1)F)C(N)=O ((S)-tert-butyl (1-(2-((2-(1H-1,2,3-triazol-1-yl)ethyl)amino)-5-(3-carbamoyl-4-fluorophenyl)pyrimidin-4-yl)-2-(3,5-difluorophenyl)ethyl)carbamate). RXN SMILES: [N:1]1([CH2:6][CH2:7][NH:8][C:9]2[N:14]=[C:13]([C@@H:15]([NH:25][C:26](=[O:32])[O:27][C:28]([CH3:31])([CH3:30])[CH3:29])[CH2:16][C:17]3[CH:22]=[C:21]([F:23])[CH:20]=[C:19]([F:24])[CH:18]=3)[C:12](Br)=[CH:11][N:10]=2)[CH:5]=[CH:4][N:3]=[N:2]1.[C:34]([C:37]1[CH:38]=[C:39](B(O)O)[CH:40]=[CH:41][C:42]=1[F:43])(=[O:36])[NH2:35].C([O-])([O-])=O.[K+].[K+]>C1C=CC(P(C2C=CC=CC=2)[C-]2C=CC=C2)=CC=1.C1C=CC(P(C2C=CC=CC=2)[C-]2C=CC=C2)=CC=1.Cl[Pd]Cl.[Fe+2].C1(C)C=CC=CC=1.CC(O)C.O>[N:1]1([CH2:6][CH2:7][NH:8][C:9]2[N:14]=[C:13]([C@@H:15]([NH:25][C:26](=[O:32])[O:27][C:28]([CH3:31])([CH3:30])[CH3:29])[CH2:16][C:17]3[CH:22]=[C:21]([F:23])[CH:20]=[C:19]([F:24])[CH:18]=3)[C:12]([C:39]3[CH:40]=[CH:41][C:42]([F:43])=[C:37]([C:34](=[O:36])[NH2:35])[CH:38]=3)=[CH:11][N:10]=2)[CH:5]=[CH:4][N:3]=[N:2]1 |f:2.3.4,5.6.7.8,9.10.11|. Procedure: In a microwave tube were charged with compound 23C (52 mg, 0.1 mmol), (3-carbamoyl-4-fluorophenyl)boronic acid (27 mg, 0.15 mmol), K2CO3 (41 mg, 0.3 mmol), Pd(dppf)Cl2 (5 mg). To the mixture was added 2 mL of Toluene/2-propanol/H2O (3/1/1). The mixture was heated up to 120° C. for 20 min in a Microwave Synthesizer. The mixture was partitioned between ethyl acetate and water. The organic layer was separated and concentrated to afford crude product used for next step without further purification. ... As a reaction SMILES: [Si:1]([C:8]1[C:9]([CH:21]=O)=[CH:10][C:11]2[C:16]([CH:17]=1)=[CH:15][C:14]([N:18]([CH3:20])[CH3:19])=[CH:13][CH:12]=2)([C:4]([CH3:7])([CH3:6])[CH3:5])([CH3:3])[CH3:2].[C:23](#[N:27])[CH2:24][C:25]#[N:26].N1CCCCC1>CCO>[CH3:19][N:18]([CH3:20])[C:14]1[CH:15]=[C:16]2[C:11](=[CH:12][CH:13]=1)[CH:10]=[C:9]([CH:21]=[C:24]([C:23]#[N:27])[C:25]#[N:26])[C:8]([Si:1]([C:4]([CH3:7])([CH3:6])[CH3:5])([CH3:3])[CH3:2])=[CH:17]2. The solvent is CCO (EtOH). Procedure details: 415.7 mg (1.2616 mmol) of the compound 14 was dissolved in 9 mL of EtOH, and then added with 83.4 mg (1.2616 mmol) of malononitrile and 1 mL (12.616 mmol) of piperidine, and stirred for 3 hours at room temperature. When the reaction was completed, EtOH was removed by vacuum-distillating, and then the mixture was separated and purified by a column chromatography (eluent: EtOAc/n-hexane(v/v)=¼) without an additional extraction process to obtain 333.4 mg (70%) of an orange solid compound 15. 1H NMR... Run at time 3 hour. Starting materials: C(CC#N)#N (malononitrile), N1CCCCC1 (piperidine), [Si](C)(C)(C(C)(C)C)C=1C(=CC2=CC=C(C=C2C1)N(C)C)C=O (3-(tert-butyldimethylsilyl)-6-(dimethylamino)-2-naphthaldehyde). Yield: 73.1%. Product: CN(C=1C=C2C=C(C(=CC2=CC1)C=C(C#N)C#N)[Si](C)(C)C(C)(C)C)C (2-((6-(dimethylamino)-3-(tert-butyldimethylsilyl)naphthalene-2-yl)methylene)malononitrile). The reactants are CC(N)c1ccccc1, CCO, C=C(C(=O)O)c1ccc(-c2ccccc2)c(F)c1, c1ccccc1. Yields the product CC(C(=O)O)c1ccc(-c2ccccc2)c(F)c1. Reaction SMILES: [CH3:1][CH:2]([NH2:3])[c:4]1[cH:5][cH:6][cH:7][cH:8][cH:9]1.[CH3:34][CH2:35][OH:36].[F:10][c:11]1[c:12](-[c:22]2[cH:23][cH:24][cH:25][cH:26][cH:27]2)[cH:13][cH:14][c:15]([C:17]([C:18](=[O:19])[OH:20])=[CH2:21])[cH:16]1.[cH:28]1[cH:29][cH:30][cH:31][cH:32][cH:33]1>>[F:10][c:11]1[c:12](-[c:22]2[cH:23][cH:24][cH:25][cH:26][cH:27]2)[cH:13][cH:14][c:15]([CH:17]([C:18](=[O:19])[OH:20])[CH3:21])[cH:16]1. Isolated yield 46.0%. The solvent is C=1(C(=CC=CC1)C)C (xylene), C=1(C(=CC=CC1)C)C (xylene). Reaction SMILES: C[O-].[Na+].CO.C(O[C:9](=[O:17])[CH2:10][CH2:11][C:12](=[O:16])[CH2:13][CH2:14][CH3:15])C>C1(C)C(C)=CC=CC=1>[CH2:14]([CH:13]1[C:9](=[O:17])[CH2:10][CH2:11][C:12]1=[O:16])[CH3:15] |f:0.1|. Reported procedure: A 1 l. three-necked flask, equipped with a dropping funnel, mechanical stirrer and a distillation head with thermometer and Liebig condenser was charged with 515 ml of xylene (b.p. 138°-140°), stirred and heated to boiling. 65.9 g of a 24% (wt/wt) sodium methoxide solution (prepared as in Example 1) in methyl alcohol (15.8 g = 0.293 moles) was added over 10 min., distilling off continuously the methyl alcohol. 300 ml of additional xylene were added and distillation was continued until the vapor ... The reactants are C(C)OC(CCC(CCC)=O)=O (4-oxoheptanoic acid ethyl ester), C[O-].[Na+] (sodium methoxide), C[O-].[Na+] (sodium methoxide), CO (methyl alcohol). Product: C(C)C1C(CCC1=O)=O (2-ethyl-cyclopentan-1,3-dione). Starting materials: CO[C@H](C(=O)O)C1=CC=CC=C1 ((S)-(+)-Methoxyphenylacetic acid), NCC1=CC=C(C#N)C=C1 (4-aminomethyl benzonitrile). The product is C(#N)C1=CC=C(CNC([C@H](C2=CC=CC=C2)OC)=O)C=C1 ((S)-N-(4-cyano-benzyl)-2-methoxy-2-phenyl-acetamide). Reaction SMILES: [CH3:1][O:2][C@@H:3]([C:7]1[CH:12]=[CH:11][CH:10]=[CH:9][CH:8]=1)[C:4]([OH:6])=O.[NH2:13][CH2:14][C:15]1[CH:22]=[CH:21][C:18]([C:19]#[N:20])=[CH:17][CH:16]=1>>[C:14]([C:15]1[CH:22]=[CH:21][C:18]([CH2:19][NH:20][C:4](=[O:6])[C@@H:3]([O:2][CH3:1])[C:7]2[CH:12]=[CH:11][CH:10]=[CH:9][CH:8]=2)=[CH:17][CH:16]=1)#[N:13]. Procedure details: (S)-(+)-Methoxyphenylacetic acid was coupled with 4-aminomethyl benzonitrile (CAS No: 10406-25-4) according to general procedure C to give (S)-N-(4-cyano-benzyl)-2-methoxy-2-phenyl-acetamide as an off-white solid. MS 281.2 ([M+H]+)